Dataset: the Open Reaction Database (ORD), a public repository of structured organic reaction records. Task: describe an organic reaction: reactants, conditions, products, and yield Product: CCCN(Cc1ccccc1)CC1OCc2ccc(S(C)(=O)=O)cc2O1. RXN SMILES: [C:28](=[O:29])([O-:30])[O-:31].[CH2:20]([c:21]1[cH:22][cH:23][cH:24][cH:25][cH:26]1)[Br:27].[CH3:1][S:2](=[O:3])(=[O:4])[c:5]1[cH:6][cH:7][c:8]2[c:9]([cH:19]1)[O:10][CH:11]([CH2:14][NH:15][CH2:16][CH2:17][CH3:18])[O:12][CH2:13]2.[CH3:34][CH2:35][O:36][C:37]([CH3:38])=[O:39].[K+:32].[K+:33]>>[CH3:1][S:2](=[O:3])(=[O:4])[c:5]1[cH:6][cH:7][c:8]2[c:9]([cH:19]1)[O:10][CH:11]([CH2:14][N:15]([CH2:16][CH2:17][CH3:18])[CH2:20][c:21]1[cH:22][cH:23][cH:24][cH:25][cH:26]1)[O:12][CH2:13]2. Reactants: O=C([O-])[O-], BrCc1ccccc1, CCCNCC1OCc2ccc(S(C)(=O)=O)cc2O1, CCOC(C)=O, [K+], [K+]. Starting materials: OCC1=CC(=CC(=C1O)CO)C (2,6-Bis(hydroxymethyl)-p-cresol), ClC1=C(C=C(O)C=C1)O (4-chlororesorcinol), COC1=CC=C(C=C1)O (4-methoxyphenol), O.C1(=CC=C(C=C1)S(=O)(=O)O)C (p-toluenesulfonic acid monohydrate). Run in C(C)OCCO (2-ethoxyethanol), O (H2O), C(C)OCCO (2-ethoxyethanol). The product is OCC1=CC(=CC(=C1O)CO)C.COC1=CC=C(C=C1)O.ClC1=C(C=C(O)C=C1)O (2,6-Bis(Hydroxymethyl)-p-Cresol 4-Chlororesorcinol 4-Methoxyphenol). As a reaction SMILES: [OH:1][CH2:2][C:3]1[C:8]([OH:9])=[C:7]([CH2:10][OH:11])[CH:6]=[C:5]([CH3:12])[CH:4]=1.[Cl:13][C:14]1[CH:20]=[CH:19][C:17]([OH:18])=[CH:16][C:15]=1[OH:21].[CH3:22][O:23][C:24]1[CH:29]=[CH:28][C:27]([OH:30])=[CH:26][CH:25]=1.O.C1(C)C=CC(S(O)(=O)=O)=CC=1>C(OCCO)C.O>[OH:11][CH2:10][C:7]1[C:8]([OH:9])=[C:3]([CH2:2][OH:1])[CH:4]=[C:5]([CH3:12])[CH:6]=1.[CH3:22][O:23][C:24]1[CH:29]=[CH:28][C:27]([OH:30])=[CH:26][CH:25]=1.[Cl:13][C:14]1[CH:20]=[CH:19][C:17]([OH:18])=[CH:16][C:15]=1[OH:21] |f:3.4,7.8.9|. Procedure: 2,6-Bis(hydroxymethyl)-p-cresol (30 g, 0.178 moles) (BHMPC), 4-chlororesorcinol (see Table 3), 4-methoxyphenol (see Table 3), and p-toluenesulfonic acid monohydrate (0.8 g, 0.0042 moles) were reacted in 60 ml 2-ethoxyethanol at 90°-95° C. for approximately 4 hours. The solutions were diluted with 250 mL of 2-ethoxyethanol and added dropwise to 2.4 L rapidly stirring H2O. The polymer was collected by filtration, washed 3-4 times with H2O and vacuum dried. See Table 3 for yields. See Tables 1 and ...